Dataset: the Open Reaction Database (ORD), a public repository of structured organic reaction records. Task: describe an organic reaction: reactants, conditions, products, and yield The reactants are NC1=C(C=NN1CCOC(C1=CC=CC=C1)(C1=CC=CC=C1)C1=CC=CC=C1)C=O (5-amino-1-(2-triphenylmethyloxyethyl)-1H-pyrazole-4-carbaldehyde), C(C)(=O)[O-].[NH4+] (ammonium acetate), [N+](=O)([O-])C (nitromethane). Product: NC1=C(C=NN1CCOC(C1=CC=CC=C1)(C1=CC=CC=C1)C1=CC=CC=C1)\C=C\[N+](=O)[O-] (5-amino-4—[(E)-2-nitroethenyl]-1-(2-triphenylmethyloxyethyl)-1H-pyrazole). As a reaction SMILES: [NH2:1][C:2]1[N:6]([CH2:7][CH2:8][O:9][C:10]([C:23]2[CH:28]=[CH:27][CH:26]=[CH:25][CH:24]=2)([C:17]2[CH:22]=[CH:21][CH:20]=[CH:19][CH:18]=2)[C:11]2[CH:16]=[CH:15][CH:14]=[CH:13][CH:12]=2)[N:5]=[CH:4][C:3]=1[CH:29]=O.C([O-])(=O)C.[NH4+].[N+:36]([CH3:39])([O-:38])=[O:37]>>[NH2:1][C:2]1[N:6]([CH2:7][CH2:8][O:9][C:10]([C:17]2[CH:22]=[CH:21][CH:20]=[CH:19][CH:18]=2)([C:23]2[CH:24]=[CH:25][CH:26]=[CH:27][CH:28]=2)[C:11]2[CH:16]=[CH:15][CH:14]=[CH:13][CH:12]=2)[N:5]=[CH:4][C:3]=1/[CH:29]=[CH:39]/[N+:36]([O-:38])=[O:37] |f:1.2|. Reported procedure: A solution of 5-amino-1-(2-triphenylmethyloxyethyl)-1H-pyrazole-4-carbaldehyde (15 g) and ammonium acetate (4.07 g) in nitromethane (300 ml) was refluxed for 6.5 hours. The reaction mixture was evaporated under reduced pressure and extracted with dichloromethane. The extract was dried over anhydrous magnesium sulfate, filtered, and evaporated in vacuo to give 5-amino-4—[(E)-2-nitroethenyl]-1-(2-triphenylmethyloxyethyl)-1H-pyrazole (4.46 g). 1H-NMR(DMSO-d6) δ3.15 (2H, t, J=4.9 Hz), 4.16 (2H, t, J...